Task: describe an organic reaction: reactants, conditions, products, and yield. Dataset: the Open Reaction Database (ORD), a public repository of structured organic reaction records Reactants: C1(=CC=C(C=C1)N)N (Benzene-1,4-diamine), O1C(CCC1)=O (Dihydro-furan-2-one). Solvent: C(=O)(O)[O-].[Na+] (NaHCO3). Product: NC1=CC=C(C=C1)N1C(CCC1)=O (1-(4-Amino-phenyl)-pyrrolidin-2-one). Reaction SMILES: [C:1]1([NH2:8])[CH:6]=[CH:5][C:4]([NH2:7])=[CH:3][CH:2]=1.[O:9]1[CH2:13][CH2:12][CH2:11][C:10]1=O>C([O-])(O)=O.[Na+]>[NH2:7][C:4]1[CH:5]=[CH:6][C:1]([N:8]2[CH2:13][CH2:12][CH2:11][C:10]2=[O:9])=[CH:2][CH:3]=1 |f:2.3|. Reported procedure: 800 mg Benzene-1,4-diamine and 600 μl Dihydro-furan-2-one were heated for 1 h to 200° C. under microwave irradiation (200 W, CEM Discover™ apparatus). Finally, 10 mL saturated NaHCO3 solution were added and the mixture was directly purified by chromatography on silica gel eluting with a gradient of DCM/MeOH 100%->50%. The fractions containing the product were combined and the solvent evaporated under reduced pressure. Yield: 860 mg. The reactants are Brc1ccccn1, [Li]CCCC, CCOCC, C1CCOC1, CCCCCC, O=Cc1ccc([N+](=O)[O-])cc1, O. Product: O=[N+]([O-])c1ccc(C(O)c2ccccn2)cc1. Reaction SMILES: [Br:1][c:2]1[cH:3][cH:4][cH:5][cH:6][n:7]1.[CH2:14]([Li:15])[CH2:16][CH2:17][CH3:18].[CH2:31]([O:32][CH2:33][CH3:34])[CH3:35].[CH2:36]1[O:37][CH2:38][CH2:39][CH2:40]1.[CH3:8][CH2:9][CH2:10][CH2:11][CH2:12][CH3:13].[N+:19](=[O:20])([O-:21])[c:22]1[cH:23][cH:24][c:25]([CH:26]=[O:27])[cH:28][cH:29]1.[OH2:30]>>[c:2]1([CH:26]([c:25]2[cH:24][cH:23][c:22]([N+:19](=[O:20])[O-:21])[cH:29][cH:28]2)[OH:27])[cH:3][cH:4][cH:5][cH:6][n:7]1. Starting materials: CCN, CN(C)c1ccc(C=O)cc1. Product: CCNCc1ccc(N(C)C)cc1. Reaction SMILES: [CH3:1][CH2:2][NH2:3].[CH3:4][N:5]([c:6]1[cH:7][cH:8][c:9]([CH:10]=[O:11])[cH:12][cH:13]1)[CH3:14]>>[CH3:1][CH2:2][NH:3][CH2:10][c:9]1[cH:8][cH:7][c:6]([N:5]([CH3:4])[CH3:14])[cH:13][cH:12]1. Starting materials: [H-].[Na+] (Sodium hydride), C(C)(C)(C)OC(=O)N1C[C@H](CC1)[C@H](CC(C)C)O ((S)-3-((S)-1-Hydroxy-3-methylbutyl)pyrrolidine-1-carboxylic acid t-butyl ester), CN(C)C=O (DMF), Cl (HCl), CCO (EtOH), ClC1=C(C(=CC=C1)F)Cl (1,2-Dichloro-3-fluoro-benzene). Reaction conditions: time 15 minute. Yields the product ClC1=C(O[C@@H](CC(C)C)[C@@H]2CNCC2)C=CC=C1Cl ((S)-3-[(S)-1-(2,3-Dichlorophenoxy)-3-methylbutyl]pyrrolidine), mono-TFA. The yield is 100.0%. Reaction SMILES: C(OC([N:8]1[CH2:12][CH2:11][C@H:10]([C@@H:13]([OH:18])[CH2:14][CH:15]([CH3:17])[CH3:16])[CH2:9]1)=O)(C)(C)C.CN(C=O)C.[H-].[Na+].[Cl:26][C:27]1[CH:32]=[CH:31][CH:30]=[C:29](F)[C:28]=1[Cl:34].Cl.CCO>>[Cl:26][C:27]1[C:28]([Cl:34])=[CH:29][CH:30]=[CH:31][C:32]=1[O:18][C@H:13]([C@H:10]1[CH2:11][CH2:12][NH:8][CH2:9]1)[CH2:14][CH:15]([CH3:16])[CH3:17] |f:2.3|. Reported procedure: (S)-3-((S)-1-Hydroxy-3-methylbutyl)pyrrolidine-1-carboxylic acid t-butyl ester (50 mg, 0.2 mmol) was dissolved in DMF (940 μL, 12 mmol). Sodium hydride (5.6 mg, 233 μmol) was then slowly added, and the mixture was stirred at room temperature for 15 minutes. 1,2-Dichloro-3-fluoro-benzene (64.1 mg, 388 μmol) was added. The mixture was stirred at 70° C. for 3 hours, then concentrated under vacuum. 1.2M HCl in EtOH (1.1 mL, 1.3 mmol) was added, and the mixture was stirred overnight. The product was ... Reactants: C(CC)(=O)Cl (propionyl chloride), CC(=O)C (acetone), FC(C1=C(N)C=CC=C1)(F)F (o-trifluoromethyl aniline). Run in C(C)N(CC)CC (triethylamine). Reaction conditions: time 12 hour. Product: FC(C1=C(C=CC=C1)NC(CC)=O)(F)F (N-(2-trifluoromethylphenyl)-propanamide). Yield: 66.0%. RXN SMILES: [C:1](Cl)(=[O:4])[CH2:2][CH3:3].CC(C)=O.[F:10][C:11]([F:20])([F:19])[C:12]1[CH:18]=[CH:17][CH:16]=[CH:15][C:13]=1[NH2:14]>C(N(CC)CC)C>[F:10][C:11]([F:19])([F:20])[C:12]1[CH:18]=[CH:17][CH:16]=[CH:15][C:13]=1[NH:14][C:1](=[O:4])[CH2:2][CH3:3]. Procedure: 33.3 g of propionyl chloride were added over 30 minutes at 20°-30° C to a mixture of 480 ml of acetone, 48.3 g of o-trifluoromethyl aniline and 36.42 g of triethylamine and after standing for 12 hours, the mixture was filtered. The acetone was evaporated from the filtrate and the residue was taken up in 500 ml of ethyl acetate. The solution was washed with 10% potassium carbonate solution, then with water until the pH of the wash waters was 6, then with N hydrochloric acid and then with water un... Reactants: CCO, COc1ccc(COC(=O)CC(=O)Oc2cccc(-c3cn4c(n3)sc3ccccc34)c2)cc1, COc1ccccc1, ClCCl, Cl, C1CCOC1, O=C(O)C(F)(F)F. Product: Cl, O=C(O)CC(=O)Oc1cccc(-c2cn3c(n2)sc2ccccc23)c1. RXN SMILES: [CH2:50]([OH:51])[CH3:52].[CH3:1][O:2][c:3]1[cH:4][cH:5][c:6]([CH2:7][O:10][C:11](=[O:12])[CH2:13][C:14](=[O:15])[O:16][c:17]2[cH:18][c:19](-[c:23]3[n:24][c:25]4[s:26][c:27]5[c:28]([n:29]4[cH:30]3)[cH:31][cH:32][cH:33][cH:34]5)[cH:20][cH:21][cH:22]2)[cH:8][cH:9]1.[CH3:35][O:36][c:37]1[cH:38][cH:39][cH:40][cH:41][cH:42]1.[Cl:54][CH2:55][Cl:56].[ClH:53].[O:57]1[CH2:58][CH2:59][CH2:60][CH2:61]1.[OH:43][C:44]([C:45]([F:46])([F:47])[F:48])=[O:49]>>[ClH:53].[O:10]=[C:11]([OH:12])[CH2:13][C:14](=[O:15])[O:16][c:17]1[cH:18][c:19](-[c:23]2[n:24][c:25]3[s:26][c:27]4[c:28]([n:29]3[cH:30]2)[cH:31][cH:32][cH:33][cH:34]4)[cH:20][cH:21][cH:22]1. Starting materials: COC1=CC=C(CN2N=CC=C2CN2N=C(C3=C(C=CC=C23)[N+](=O)[O-])C=C)C=C1 (1-((1-(4-methoxybenzyl)-1H-pyrazol-5-yl)methyl)-4-nitro-3-vinyl-1H-indazole). Reagents/catalysts: [OH-].[OH-].[Pd+2] (palladium hydroxide on carbon). Run in CCO.C(Cl)Cl (EtOH DCM). Reaction conditions: time 3 hour. Product: C(C)C1=NN(C=2C=CC=C(C12)N)CC1=CC=NN1CC1=CC=C(C=C1)OC (3-ethyl-1-((1-(4-methoxybenzyl)-1H-pyrazol-5-yl)methyl)-1H-indazol-4-amine). Reaction SMILES: [CH3:1][O:2][C:3]1[CH:29]=[CH:28][C:6]([CH2:7][N:8]2[C:12]([CH2:13][N:14]3[C:22]4[C:17](=[C:18]([N+:23]([O-])=O)[CH:19]=[CH:20][CH:21]=4)[C:16]([CH:26]=[CH2:27])=[N:15]3)=[CH:11][CH:10]=[N:9]2)=[CH:5][CH:4]=1>CCO.C(Cl)Cl.[OH-].[OH-].[Pd+2]>[CH2:26]([C:16]1[C:17]2[C:18]([NH2:23])=[CH:19][CH:20]=[CH:21][C:22]=2[N:14]([CH2:13][C:12]2[N:8]([CH2:7][C:6]3[CH:5]=[CH:4][C:3]([O:2][CH3:1])=[CH:29][CH:28]=3)[N:9]=[CH:10][CH:11]=2)[N:15]=1)[CH3:27] |f:1.2,3.4.5|. Procedure: To 1-((1-(4-methoxybenzyl)-1H-pyrazol-5-yl)methyl)-4-nitro-3-vinyl-1H-indazole (0.86 g, 2.2 mmol) in EtOH/DCM (20 mL/2 mL) was added palladium hydroxide on carbon (400 mg, 20% wt). The reaction mixture was purged with nitrogen and hydrogen three times each. The mixture was then stirred under hydrogen for 3 hours. The reaction mixture was filtered, washed with MeOH/DCM (10:1, 50 mL) and concentrated under reduced pressure to give the crude product 3-ethyl-1-((1-(4-methoxybenzyl)-1H-pyrazol-5-yl)m...